This data is from the Open Reaction Database (ORD), a public repository of structured organic reaction records. The task is: describe an organic reaction: reactants, conditions, products, and yield Starting materials: C(=O)(O)[O-].[Na+] (NaHCO3), FC1=C(C=CC(=C1)F)B(O)O ((2,4-difluorophenyl)boronic acid), ClC=1C=C(C(=O)OC)C=C(N1)Cl (methyl 2,6-dichloroisonicotinate), P(=O)([O-])([O-])[O-].[K+].[K+].[K+] (tripotassium phosphate), COC1=C(C=CC=C1)P(C1=C(C=CC=C1)OC)C1=C(C=CC=C1)OC (tris(2-methoxyphenyl)phosphine), C(=C)(C)B1OC(C(O1)(C)C)(C)C (2-isopropenyl-4,4,5,5-tetramethyl-1,3,2-dioxaborolane). Reagents/catalysts: C(C)(=O)[O-].[Pd+2].C(C)(=O)[O-] (palladium(II) acetate). Run in C1CCOC1 (THF), C1CCOC1 (THF), O (water). Conditions: temperature 65 celsius, time 4 hour. Product: FC1=C(C=CC(=C1)F)C=1C=C(C(=O)OC)C=C(N1)C(=C)C (Methyl 2-(2,4-difluorophenyl)-6-isopropenylisonicotinate). The yield is 622.2%. Reaction SMILES: Cl[C:2]1[CH:3]=[C:4]([CH:9]=[C:10](Cl)[N:11]=1)[C:5]([O:7][CH3:8])=[O:6].P([O-])([O-])([O-])=O.[K+].[K+].[K+].CO[C:23]1[CH:28]=CC=C[C:24]=1P(C1C=CC=CC=1OC)C1C=CC=CC=1OC.C(B1OC(C)(C)C(C)(C)O1)(C)=C.[F:58][C:59]1[CH:64]=[C:63]([F:65])[CH:62]=[CH:61][C:60]=1B(O)O.C([O-])(O)=O.[Na+]>C1COCC1.O.C([O-])(=O)C.[Pd+2].C([O-])(=O)C>[F:58][C:59]1[CH:64]=[C:63]([F:65])[CH:62]=[CH:61][C:60]=1[C:2]1[CH:3]=[C:4]([CH:9]=[C:10]([C:23]([CH3:28])=[CH2:24])[N:11]=1)[C:5]([O:7][CH3:8])=[O:6] |f:1.2.3.4,8.9,12.13.14|. Procedure details: To a degassed solution of methyl 2,6-dichloroisonicotinate (0.1 g, 0.49 mmol), tripotassium phosphate (0.16 g, 0.73 mmol), palladium(II) acetate (8.72 mg, 0.04 mmol) and tris(2-methoxyphenyl)phosphine (27.4 mg, 0.08 mmol) in THF (1 mL) and water (0.25 mL) was added 2-isopropenyl-4,4,5,5-tetramethyl-1,3,2-dioxaborolane (0.11 mL, 0.61 mmol)) The mixture was heated to 65° C. After 4 h, a solution of (2,4-difluorophenyl)boronic acid (0.12 g, 0.73 mmol) in THF (0.5 mL) was added. The mixture was cont... Starting materials: CC(=O)N(Cc1ccccc1C(=O)O)c1ccccc1Oc1ccccc1, CN(C)P(=O)(N(C)C)N(C)C, C1CCOC1, O=S(Cl)Cl. Product: CC(=O)N(Cc1ccccc1C(=O)N(C)C)c1ccccc1Oc1ccccc1. As a reaction SMILES: [C:1]([CH3:2])(=[O:3])[N:4]([c:5]1[c:6]([O:11][c:12]2[cH:13][cH:14][cH:15][cH:16][cH:17]2)[cH:7][cH:8][cH:9][cH:10]1)[CH2:18][c:19]1[c:20]([C:25](=[O:26])[OH:27])[cH:21][cH:22][cH:23][cH:24]1.[CH3:32][N:33]([CH3:34])[P:35]([N:36]([CH3:37])[CH3:38])([N:39]([CH3:40])[CH3:41])=[O:42].[O:43]1[CH2:44][CH2:45][CH2:46][CH2:47]1.[S:28]([Cl:29])([Cl:30])=[O:31]>>[C:1]([CH3:2])(=[O:3])[N:4]([c:5]1[c:6]([O:11][c:12]2[cH:13][cH:14][cH:15][cH:16][cH:17]2)[cH:7][cH:8][cH:9][cH:10]1)[CH2:18][c:19]1[c:20]([C:25](=[O:27])[N:33]([CH3:32])[CH3:34])[cH:21][cH:22][cH:23][cH:24]1. Starting materials: O=C([O-])[O-], CCOC(C)=O, FC(F)(F)c1cccnc1N1CCc2c(Cl)ncnc2C1, [Cs+], [Cs+], Nc1ccc(S(=O)(=O)C(F)(F)F)cc1, C1COCCO1. Product: O=S(=O)(c1ccc(Nc2ncnc3c2CCN(c2ncccc2C(F)(F)F)C3)cc1)C(F)(F)F. As a reaction SMILES: [C:22](=[O:23])([O-:24])[O-:25].[CH3:48][CH2:49][O:50][C:51](=[O:52])[CH3:53].[Cl:1][c:2]1[c:3]2[c:4]([n:5][cH:6][n:7]1)[CH2:8][N:9]([c:12]1[n:13][cH:14][cH:15][cH:16][c:17]1[C:18]([F:19])([F:20])[F:21])[CH2:10][CH2:11]2.[Cs+:26].[Cs+:27].[F:28][C:29]([S:30](=[O:31])(=[O:32])[c:33]1[cH:34][cH:35][c:36]([NH2:39])[cH:37][cH:38]1)([F:40])[F:41].[O:42]1[CH2:43][CH2:44][O:45][CH2:46][CH2:47]1>>[c:2]1([NH:39][c:36]2[cH:35][cH:34][c:33]([S:30]([C:29]([F:28])([F:40])[F:41])(=[O:31])=[O:32])[cH:38][cH:37]2)[c:3]2[c:4]([n:5][cH:6][n:7]1)[CH2:8][N:9]([c:12]1[n:13][cH:14][cH:15][cH:16][c:17]1[C:18]([F:19])([F:20])[F:21])[CH2:10][CH2:11]2. Reactants: C[O-].[Na+] (sodium methoxide), C(#N)CC(=O)OC (methyl cyanoacetate), FC1=C(C=C(C(=C1)F)F)C=CC(=O)OCC (ethyl 3-(2,4,5-trifluorophenyl)acrylate). Run in CO (methanol), CO (methanol). Conditions: time 30 minute. Product: C(#N)C(C(=O)OC)C(CC(=O)OC)C1=C(C=C(C(=C1)F)F)F (Dimethyl 2-cyano-3-(2,4,5-trifluorophenyl)pentanedioate). Reaction SMILES: C[O-].[Na+].[C:4]([CH2:6][C:7]([O:9][CH3:10])=[O:8])#[N:5].[F:11][C:12]1[CH:17]=[C:16]([F:18])[C:15]([F:19])=[CH:14][C:13]=1[CH:20]=[CH:21][C:22]([O:24][CH2:25]C)=[O:23]>CO>[C:4]([CH:6]([CH:20]([C:13]1[CH:14]=[C:15]([F:19])[C:16]([F:18])=[CH:17][C:12]=1[F:11])[CH2:21][C:22]([O:24][CH3:25])=[O:23])[C:7]([O:9][CH3:10])=[O:8])#[N:5] |f:0.1|. Procedure: To a solution of 15 mL (64 mmol, 25% in methanol) of sodium methoxide in 200 mL of methanol was added 5.5 mL (62 mmol) of methyl cyanoacetate and the mixture was stirred at ambient temperature for 30 min. To this solution was added 14 g (62 mmol) of the product of step A in 50 mL of methanol and the resulting yellow mixture was heated to reflux for 6 h. The mixture was then quenched carefully at ambient temperature with 1N aqueous hydrochloric acid (100 mL) and concentrated to remove methanol. T... The reactants are [Si](C1=CC=CC=C1)(C1=CC=CC=C1)(C(C)(C)C)OCC=1N=CN(C1)COCC[Si](C)(C)C (4-(tert-Butyldiphenylsilyloxymethyl)-1-(2-trimethylsilylethoxy methyl)-1H-imidazole), [Cl-].[NH4+] (ammonium chloride), CON(C(C)=O)C (N-Methoxy-N-methylacetamide), C(CCC)[Li] (n-Butyllithium). Solvent: O1CCCC1 (THF), C(C)(=O)OCC (ethyl acetate), O1CCCC1 (tetrahydrofuran), CCCCCC (hexane). Run at temperature -78 celsius, time 30 minute. Yields the product [Si](C1=CC=CC=C1)(C1=CC=CC=C1)(C(C)(C)C)OCC=1N=C(N(C1)COCC[Si](C)(C)C)C(C)=O (1-[4-(tert-Butyldiphenylsilyloxymethyl)-1-(2-trimethylsilylethoxymethyl)-1H-imidazol-2-yl]ethanone). As a reaction SMILES: [Si:1]([O:18][CH2:19][C:20]1[N:21]=[CH:22][N:23]([CH2:25][O:26][CH2:27][CH2:28][Si:29]([CH3:32])([CH3:31])[CH3:30])[CH:24]=1)([C:14]([CH3:17])([CH3:16])[CH3:15])([C:8]1[CH:13]=[CH:12][CH:11]=[CH:10][CH:9]=1)[C:2]1[CH:7]=[CH:6][CH:5]=[CH:4][CH:3]=1.C([Li])CCC.CON(C)[C:41](=[O:43])[CH3:42].[Cl-].[NH4+]>O1CCCC1.C(OCC)(=O)C.CCCCCC>[Si:1]([O:18][CH2:19][C:20]1[N:21]=[C:22]([C:41](=[O:43])[CH3:42])[N:23]([CH2:25][O:26][CH2:27][CH2:28][Si:29]([CH3:32])([CH3:31])[CH3:30])[CH:24]=1)([C:14]([CH3:16])([CH3:17])[CH3:15])([C:2]1[CH:7]=[CH:6][CH:5]=[CH:4][CH:3]=1)[C:8]1[CH:9]=[CH:10][CH:11]=[CH:12][CH:13]=1 |f:3.4|. Procedure details: The compound obtained in (1) (30.0 g) was dissolved in tetrahydrofuran (hereinafter sometimes referred to as THF) (500 mL) and cooled to −78° C. with stirring under an argon atmosphere. n-Butyllithium (a 2.66 M hexane solution, 36.2 mL) was slowly added dropwise to this solution by using a syringe, and stirring was conducted at the same temperature for 30 minutes. N-Methoxy-N-methylacetamide (13.1 mL) was then added by using a syringe, and stirring was continued for 90 minutes. A saturated aqueo...